This data is from the Open Reaction Database (ORD), a public repository of structured organic reaction records. The task is: describe an organic reaction: reactants, conditions, products, and yield Reactants: N1N=NN=C1NC(=O)C1=CN=C2SC3=C(N2C1=O)C=C(C(=C3)SC)CC (N-(5-tetrazolyl)-7-ethyl-8-methylthio-4-oxo-4H-pyrimido[2,1-b]benzothiazole-3-carboxamide), N1N=NN=C1NC(=O)C1=CN=C2SC3=C(N2C1=O)C=C(C(=C3)SC)Cl (N-(5-tetrazolyl)-7-chloro-8-methylthio-4-oxo-4H-pyrimido[2,1-b]benzothiazole-3-carboxamide), N1N=NN=C1NC(=O)C1=CN=C2SC3=C(N2C1=O)C=C(C(=C3)SC)F (N-(5-tetrazolyl)-7-fluoro-8-methylthio-4-oxo-4H-pyrimido[2,1-b]benzothiazole-3-carboxamide), N1N=NN=C1NC(=O)C1=CN=C2SC3=C(N2C1=O)C=C(C(=C3)SC)OC (N-(5-tetrazolyl)-7-methoxy-8-methylthio-4-oxo-4H-pyrimido[2,1-b]benzothiazole-3-carboxamide), N1N=NN=C1NC(=O)C1=CN=C2SC3=C(N2C1=O)C=C(C(=C3)SC)OCCC (N-(5-tetrazolyl)-7-n-propoxy-8-methylthio-4-oxo-4H-pyrimido[2,1-b]benzothiazole-3-carboxamide), N1N=NN=C1NC(=O)C1=CN=C2SC3=C(N2C1=O)C=C(C(=C3)SC)C(F)(F)F (N-(5-tetrazolyl)-7-trifluoromethyl-8-methylthio-4-oxo-4H-pyrimido[2,1-b]benzothiazole-3-carboxamide). Yields the product N1N=NN=C1NC(=O)C1=CN=C2SC3=C(N2C1=O)C=C(C(=C3)SC)C (N-(5-tetrazolyl)-7-methyl-8-methylthio-4-oxo-4H-pyrimido[2,1-b]benzothiazole-3-carboxamide). As a reaction SMILES: [NH:1]1[C:5]([NH:6][C:7]([C:9]2[C:17](=[O:18])[N:16]3[C:12]([S:13][C:14]4[CH:22]=[C:21]([S:23][CH3:24])[C:20]([CH2:25]C)=[CH:19][C:15]=43)=[N:11][CH:10]=2)=[O:8])=[N:4][N:3]=[N:2]1.N1C(NC(C2C(=O)N3C(SC4C=C(SC)C(OC)=CC=43)=NC=2)=O)=NN=N1.N1C(NC(C2C(=O)N3C(SC4C=C(SC)C(OCCC)=CC=43)=NC=2)=O)=NN=N1.N1C(NC(C2C(=O)N3C(SC4C=C(SC)C(Cl)=CC=43)=NC=2)=O)=NN=N1.N1C(NC(C2C(=O)N3C(SC4C=C(SC)C(F)=CC=43)=NC=2)=O)=NN=N1.N1C(NC(C2C(=O)N3C(SC4C=C(SC)C(C(F)(F)F)=CC=43)=NC=2)=O)=NN=N1>>[NH:1]1[C:5]([NH:6][C:7]([C:9]2[C:17](=[O:18])[N:16]3[C:12]([S:13][C:14]4[CH:22]=[C:21]([S:23][CH3:24])[C:20]([CH3:25])=[CH:19][C:15]=43)=[N:11][CH:10]=2)=[O:8])=[N:4][N:3]=[N:2]1. Reported procedure: N-(5-tetrazolyl)-7-ethyl-8-methylthio-4-oxo-4H-pyrimido[2,1-b]benzothiazole-3-carboxamide; N-(5-tetrazolyl)-7-methoxy-8-methylthio-4-oxo-4H-pyrimido[2,1-b]benzothiazole-3-carboxamide; N-(5-tetrazolyl)-7-n-propoxy-8-methylthio-4-oxo-4H-pyrimido[2,1-b]benzothiazole-3-carboxamide; N-(5-tetrazolyl)-7-chloro-8-methylthio-4-oxo-4H-pyrimido[2,1-b]benzothiazole-3-carboxamide; N-(5-tetrazolyl)-7-fluoro-8-methylthio-4-oxo-4H-pyrimido[2,1-b]benzothiazole-3-carboxamide; and N-(5-tetrazolyl)-7-trifluoromethy... The reactants are C1(=CC=CC=C1)O (phenol), C1(=CC=CC=C1)O (Phenol), C1(=CC=CC=C1)O (phenol), S(O)(O)(=O)=O (sulfuric acid), S(O)(O)(=O)=O (sulfuric acid), C1(=CC=CC=C1)O (phenol), S(O)(O)(=O)=O (sulfuric acid), C1(=CC=CC=C1)O (Phenol). As a reaction SMILES: [C:1]1([OH:7])[CH:6]=[CH:5][CH:4]=[CH:3][CH:2]=1.[S:8](=O)(=[O:11])([OH:10])[OH:9]>>[CH:6]1[C:1]([OH:7])=[CH:2][CH:3]=[C:4]([S:8]([OH:11])(=[O:10])=[O:9])[CH:5]=1. Product: C1=CC(=CC=C1O)S(=O)(=O)O (phenolsulfonic acid). Procedure details: A facial exfoliant was prepared. A solution of phenolsulfonic acid was prepared as described in Example 1, except that the weight of available stock liquefied phenol USP was calculated and prepared for 4.0 moles of phenol. The amount of available stock sulfuric acid NF that contained 4.0 moles was calculated. The weight of sulfuric acid NF was 392.32 grams. The 4.0 moles of sulfuric acid NF was treated as described in Example 1. A quantity of 400 mL of Liquified Phenol USP was added to a 600 mL ... Starting materials: C1(\C=C/C(=O)O1)=O (maleic anhydride), IC(S(=O)(=O)C1=CC=C(N)C=C1)I (p-(diiodomethylsulfonyl)aniline). Solvent: C(C)(=O)O (acetic acid). The product is IC(S(=O)(=O)C1=CC=C(C=C1)N1C(C=CC1=O)=O)I (N-[p-(diiodomethylsulfonyl)phenyl]maleimide). RXN SMILES: [C:1]1(=[O:7])O[C:4](=[O:5])[CH:3]=[CH:2]1.[I:8][CH:9]([I:20])[S:10]([C:13]1[CH:19]=[CH:18][C:16]([NH2:17])=[CH:15][CH:14]=1)(=[O:12])=[O:11]>C(O)(=O)C>[I:20][CH:9]([I:8])[S:10]([C:13]1[CH:14]=[CH:15][C:16]([N:17]2[C:4](=[O:5])[CH:3]=[CH:2][C:1]2=[O:7])=[CH:18][CH:19]=1)(=[O:12])=[O:11]. Reported procedure: A mixture of 8.1 g. of maleic anhydride and 31.7 g. of p-(diiodomethylsulfonyl)aniline in 160 ml. of glacial acetic acid is treated in the fashion of Example 2 to produce crude N-[p-(diiodomethylsulfonyl)phenyl]maleimide. This material is washed with water, air-dried, and recrystallized from acetone to a pale, crystalline powder, m.p. 217° C. Reactants: C(C)(=O)OCC=1C=C(OC1)C(=O)C=1N(C2=CC(=CC=C2C1NC(CC)=O)Cl)C(=O)OCC (2-(4-Acetoxymethyl-2-furoyl)-6-chloro-1-ethoxycarbonyl-3-(propionylamino)indole), [OH-].[Na+] (sodium hydroxide), [Cl-].[NH4+] (ammonium chloride). Solvent: C(C)O (ethanol). Run at time 3 hour. Yields the product ClC1=CC=C2C(=C(NC2=C1)C(=O)C=1OC=C(C1)CO)NC(CC)=O (6-chloro-2-(4-hydroxymethyl-2-furoyl)-3-(propionylamino)indole). Yield: 42.4%. As a reaction SMILES: C([O:4][CH2:5][C:6]1[CH:7]=[C:8]([C:11]([C:13]2[N:14](C(OCC)=O)[C:15]3[C:20]([C:21]=2[NH:22][C:23](=[O:26])[CH2:24][CH3:25])=[CH:19][CH:18]=[C:17]([Cl:27])[CH:16]=3)=[O:12])[O:9][CH:10]=1)(=O)C.[OH-].[Na+].[Cl-].[NH4+]>C(O)C>[Cl:27][C:17]1[CH:16]=[C:15]2[C:20]([C:21]([NH:22][C:23](=[O:26])[CH2:24][CH3:25])=[C:13]([C:11]([C:8]3[O:9][CH:10]=[C:6]([CH2:5][OH:4])[CH:7]=3)=[O:12])[NH:14]2)=[CH:19][CH:18]=1 |f:1.2,3.4|. Procedure details: To a solution of 2-(4-acetoxymethyl-2-furoyl)-6-chloro-1-ethoxycarbonyl-3-(propionylamino)indole (step 1, 114 mg, 0.313 mmol) in ethanol (2 ml) was added 2N aqueous sodium hydroxide (2 ml). After stirring for 3 h, the mixture was poured into saturated aqueous ammonium chloride (20 ml) and extracted with ethyl acetate (80 ml). The organic layer was washed with brine (20 ml), dried (MgSO4) and concentrated. The residue was purified by flash column chromatography eluting with ethyl acetate/hexane (... The reactants are COC(CCC1=CC(=CC=C1)CNCC1=CC=C(C=C1)C=1C=NC=NC1)=O (3-{3-[(4-pyrimidin-5-yl-benzylamino)-methyl]-phenyl}-propionic acid methyl ester), Cl.N1=CC(=CC=C1)S(=O)(=O)Cl (pyridine-3-sulfonyl chloride hydrochloride). The solvent is C(C)N(CC)CC (triethylamine). Product: N1=CC(=CC=C1)S(=O)(=O)N(CC1=CC=C(C=C1)C=1C=NC=NC1)CC=1C=C(C=CC1)CCC(=O)O (3-(3-{[(Pyridine-3-sulfonyl)-(4-pyrimidin-5-yl-benzyl)-amino]-methyl}-phenyl)-propionic acid). Reaction SMILES: C[O:2][C:3](=[O:27])[CH2:4][CH2:5][C:6]1[CH:11]=[CH:10][CH:9]=[C:8]([CH2:12][NH:13][CH2:14][C:15]2[CH:20]=[CH:19][C:18]([C:21]3[CH:22]=[N:23][CH:24]=[N:25][CH:26]=3)=[CH:17][CH:16]=2)[CH:7]=1.Cl.[N:29]1[CH:34]=[CH:33][CH:32]=[C:31]([S:35](Cl)(=[O:37])=[O:36])[CH:30]=1>C(N(CC)CC)C>[N:29]1[CH:34]=[CH:33][CH:32]=[C:31]([S:35]([N:13]([CH2:12][C:8]2[CH:7]=[C:6]([CH2:5][CH2:4][C:3]([OH:2])=[O:27])[CH:11]=[CH:10][CH:9]=2)[CH2:14][C:15]2[CH:16]=[CH:17][C:18]([C:21]3[CH:26]=[N:25][CH:24]=[N:23][CH:22]=3)=[CH:19][CH:20]=2)(=[O:37])=[O:36])[CH:30]=1 |f:1.2|. Reported procedure: The title compound of Step A was prepared from 3-{3-[(4-pyrimidin-5-yl-benzylamino)-methyl]-phenyl}-propionic acid methyl ester, of Step A of Example 11t, and pyridine-3-sulfonyl chloride hydrochloride, of Preparation 2, following the method described in Example 1, Step B using triethylamine in place of N,N-diisopropylethylamine. 1H NMR (400 MHz, CDCl3) δ 9.20 (s, 1H), 9.06 (s, 1H), 8.92 (s, 2H), 8.81 (s, 1H), 8.08 (m, 1H), 7.46 (m, 3H), 7.26 (m, 2H), 7.15 (m, 1H), 7.06 (d, 1H), 6.91 (d, 1H), 6.... Starting materials: Cl.C(C)N(CCS)CC (2-diethylaminoethanethiol hydrochloride), N1CCCCC1 (piperidine), [OH-].C(C1=CC=CC=C1)[N+](C)(C)C (benzyltrimethylammonium hydroxide), C=C(C(=O)OCC1=CC=CC=C1)CC1=CC=CC=C1 (phenylmethyl α-methylenebenzenepropanoate). The solvent is CO (methanol). Conditions: time 16 hour. Yields the product C(C)N(CCSCC(C(=O)OCC1=CC=CC=C1)CC1=CC=CC=C1)CC (phenylmethyl α-[[[2-(diethylamino)ethyl]thio]methyl]benzenepropanoate). Reaction SMILES: [CH2:1]=[C:2]([CH2:13][C:14]1[CH:19]=[CH:18][CH:17]=[CH:16][CH:15]=1)[C:3]([O:5][CH2:6][C:7]1[CH:12]=[CH:11][CH:10]=[CH:9][CH:8]=1)=[O:4].Cl.[CH2:21]([N:23]([CH2:27][CH3:28])[CH2:24][CH2:25][SH:26])[CH3:22].N1CCCCC1.[OH-].C([N+](C)(C)C)C1C=CC=CC=1>CO>[CH2:21]([N:23]([CH2:27][CH3:28])[CH2:24][CH2:25][S:26][CH2:1][CH:2]([CH2:13][C:14]1[CH:15]=[CH:16][CH:17]=[CH:18][CH:19]=1)[C:3]([O:5][CH2:6][C:7]1[CH:8]=[CH:9][CH:10]=[CH:11][CH:12]=1)=[O:4])[CH3:22] |f:1.2,4.5|. Reported procedure: The oil prepared in Step 10 (1.5 g, 5.95 mmol) is dissolved under argon in methanol (22 mL). To this solution is added 2-diethylaminoethanethiol hydrochloride (1 g, 5.95 mmol), piperidine (0.78 mL, 7.85 mmol) and benzyltrimethylammonium hydroxide (0.25 mL, 0.6 mmol), and the mixture is stirred at room temperature for 16 hours. The solvent is removed on a rotary evaporator and then the residue is purified by flash chromotography on silica gel to give the pure title compound. Reactants: C[Si](N[Si](C)(C)C)(C)C.[Na] (sodium hexamethyldisilazane), FC(C(=O)[O-])(F)F.FC1=CC=C(C=C1)C1=NC(=NC(=C1C[P+](CCCC)(CCCC)CCCC)C(C)C)N(S(=O)(=O)C)C (((4-(4-fluorophenyl)-6-isopropyl-2-(N-methylmethylsulfonamido)pyrimidin-5-yl)methyl)tributylphosphonium 2,2,2-trifluoro-acetate), VI, [Si](C)(C)(C(C)(C)C)O[C@@H]1C[C@H](OC(C1)=O)C=O ((2S,4R)-4-(tert-butyldimethylsilyl oxy)-6-oxo-tetrahydro-2H-pyran-2-carbaldehyde), IV. Run in C1(=CC=CC=C1)C (toluene), C1(=CC=CC=C1)C (toluene), C1(=CC=CC=C1)C (toluene), C1(=CC=CC=C1)C (toluene). Run at time 60 minute. The product is [Si](C)(C)(C(C)(C)C)O[C@H]1CC(O[C@@H](C1)C(O)O)=O ((4R,6S)-4-(tert-butyldimethylsilyloxy)-6-(dihydroxymethyl)-tetrahydropyran-2-one). RXN SMILES: FC(F)(F)C([O-])=[O:4].FC1C=CC(C2C(C[P+](CCCC)(CCCC)CCCC)=C(C(C)C)N=C(N(C)S(C)(=O)=O)N=2)=CC=1.C[Si](C)(C)N[Si](C)(C)C.[Na].[Si:54]([O:61][C@H:62]1[CH2:67][C:66](=[O:68])[O:65][C@H:64]([CH:69]=[O:70])[CH2:63]1)([C:57]([CH3:60])([CH3:59])[CH3:58])([CH3:56])[CH3:55]>C1(C)C=CC=CC=1>[Si:54]([O:61][C@@H:62]1[CH2:63][C@@H:64]([CH:69]([OH:4])[OH:70])[O:65][C:66](=[O:68])[CH2:67]1)([C:57]([CH3:60])([CH3:59])[CH3:58])([CH3:56])[CH3:55] |f:0.1,2.3,^1:52|. Procedure details: To a stirred suspension of ((4-(4-fluorophenyl)-6-isopropyl-2-(N-methylmethylsulfonamido)pyrimidin-5-yl)methyl)tributylphosphonium 2,2,2-trifluoro-acetate (VI′) (504 mg, 0.77 mmol) at room temperature in dry toluene (8 mL), sodium hexamethyldisilazane in toluene (1.3 mL of 0.6 M, 0.77 mmol) is added portionwise in 10 minutes. The reaction mixture is stirred is for 60 min and treated at room temperature with a solution of (2S,4R)-4-(tert-butyldimethylsilyl oxy)-6-oxo-tetrahydro-2H-pyran-2-carbald... Starting materials: O=C1CCC(=O)N1Cl, ClC(Cl)Cl, CCOC(=O)C(CC(C)C)c1ccc(N)c(OCC(F)(F)F)c1, O. Product: CCOC(=O)C(CC(C)C)c1cc(Cl)c(N)c(OCC(F)(F)F)c1. Reaction SMILES: [Cl:24][N:25]1[C:26](=[O:27])[CH2:28][CH2:29][C:30]1=[O:31].[Cl:32][CH:33]([Cl:34])[Cl:35].[NH2:1][c:2]1[c:3]([O:18][CH2:19][C:20]([F:21])([F:22])[F:23])[cH:4][c:5]([CH:8]([C:9](=[O:10])[O:11][CH2:12][CH3:13])[CH2:14][CH:15]([CH3:16])[CH3:17])[cH:6][cH:7]1.[OH2:36]>>[NH2:1][c:2]1[c:3]([O:18][CH2:19][C:20]([F:21])([F:22])[F:23])[cH:4][c:5]([CH:8]([C:9](=[O:10])[O:11][CH2:12][CH3:13])[CH2:14][CH:15]([CH3:16])[CH3:17])[cH:6][c:7]1[Cl:24].